This data is from the Open Reaction Database (ORD), a public repository of structured organic reaction records. The task is: describe an organic reaction: reactants, conditions, products, and yield Starting materials: C(C)(C)(C)OC(N[C@@H]1C[C@@H](CCC1)CO)=O (tert-butyl[cis-3-(hydroxymethyl)cyclohexyl]carbamate), Cl (HCl). Solvent: CCOC(=O)C (EtOAc), CCOC(=O)C (EtOAc). Reaction conditions: time 1 hour. The product is Cl.N[C@H]1C[C@H](CCC1)CO ([cis-3-aminocyclohexyl]methanol hydrochloride). As a reaction SMILES: C(OC(=O)[NH:7][C@H:8]1[CH2:13][CH2:12][CH2:11][C@@H:10]([CH2:14][OH:15])[CH2:9]1)(C)(C)C.[ClH:17]>CCOC(C)=O>[ClH:17].[NH2:7][C@@H:8]1[CH2:13][CH2:12][CH2:11][C@H:10]([CH2:14][OH:15])[CH2:9]1 |f:3.4|. Procedure details: To a solution of tert-butyl[cis-3-(hydroxymethyl)cyclohexyl]carbamate (311 mg) in EtOAc (3.1 ml) was added 4M HCl in EtOAc which was stirred at ambient temperature for 1 hour. Resulting precipitates were collected by filtration and washed with diisopropyl ether to give [cis-3-aminocyclohexyl]methanol hydrochloride (236 mg) as a white powder. Starting materials: C1(=CC=CC=C1)O (phenol), benzyl halide, [NH2-].[Na+] (sodium amide), [OH-].[Na+] (sodium hydroxide), [O-2].[Ba+2] (barium oxide), [H-].[Na+] (sodium hydride), CN(C=O)C (dimethylformamide). The reagents and catalysts are [Ag]=O (silver oxide). Solvent: O1CCCC1 (tetrahydrofuran), CS(=O)C (dimethylsulfoxide), CCOCC (ether), C(C)N(CC)CC (triethylamine). The product is C1(=CC=CC=C1)OCC1=CC=CC=C1 (benzyl phenyl ether). Reaction SMILES: [C:1]1(O)[CH:6]=[CH:5][CH:4]=[CH:3][CH:2]=1.[NH2-].[Na+].[OH-].[Na+].[O-2].[Ba+2].[H-].[Na+].CN(C)[CH:18]=[O:19]>[Ag]=O.O1CCCC1.CS(C)=O.CCOCC.C(N(CC)CC)C>[C:1]1([O:19][CH2:18][C:1]2[CH:6]=[CH:5][CH:4]=[CH:3][CH:2]=2)[CH:6]=[CH:5][CH:4]=[CH:3][CH:2]=1 |f:1.2,3.4,5.6,7.8|. Reported procedure: In Scheme 3, the starting phenol is reacted with a benzyl halide in the presence of a base (e.g. sodium amide, triethylamine, sodium hydroxide, barium oxide, silver oxide, sodium hydride) in an inert solvent (e.g. ether, dimethylsulfoxide, dimethylformamide, tetrahydrofuran) to give a benzyl phenyl ether, which is an example of the derivative of the alkoxyiminocarboxylic acid (V). Reactants: BrB(Br)Br, CCOC(=O)c1nnc(-c2cc3c(OC)cccc3o2)o1, ClCCl, O. Yields the product CCOC(=O)c1nnc(-c2cc3c(O)cccc3o2)o1. RXN SMILES: [B:22]([Br:23])([Br:24])[Br:25].[CH2:1]([CH3:2])[O:3][C:4](=[O:5])[c:6]1[n:7][n:8][c:9](-[c:11]2[cH:12][c:13]3[c:14]([o:15]2)[cH:16][cH:17][cH:18][c:19]3[O:20][CH3:21])[o:10]1.[Cl:27][CH2:28][Cl:29].[OH2:26]>>[CH2:1]([CH3:2])[O:3][C:4](=[O:5])[c:6]1[n:7][n:8][c:9](-[c:11]2[cH:12][c:13]3[c:14]([o:15]2)[cH:16][cH:17][cH:18][c:19]3[OH:20])[o:10]1. The reactants are C(C)S[C@H]1[C@@H](C(N1)=O)CCCNC(=NC(=O)OCC1=CC=CC=C1)NC(=O)OCC1=CC=CC=C1 (trans-4-Ethylthio-3-[3-[N', N"-di(Cbz)guanidino]propyl]-2-azetidinone), C[Si](C)(C)[N-][Si](C)(C)C.[Li+] (lithium bis(trimethylsilyl)amide), C(C)(=O)Cl (Acetyl chloride), resultant solution. Run in C1CCOC1 (THF), C1CCOC1 (THF). Conditions: time 10 minute. Yields the product 615, C(C)S[C@H]1[C@@H](C(N1C(C)=O)=O)CCCNC(=NC(=O)OCC1=CC=CC=C1)NC(=O)OCC1=CC=CC=C1 (trans-4-Ethylthio-3-[3-[N',N"-di(Cbz)guanidino]propyl]-1-acetyl-2-azetidinone). Isolated yield 90.0%. Reaction SMILES: [CH2:1]([S:3][C@@H:4]1[NH:7][C:6](=[O:8])[C@H:5]1[CH2:9][CH2:10][CH2:11][NH:12][C:13]([NH:25][C:26]([O:28][CH2:29][C:30]1[CH:35]=[CH:34][CH:33]=[CH:32][CH:31]=1)=[O:27])=[N:14][C:15]([O:17][CH2:18][C:19]1[CH:24]=[CH:23][CH:22]=[CH:21][CH:20]=1)=[O:16])[CH3:2].C[Si]([N-][Si](C)(C)C)(C)C.[Li+].[C:46](Cl)(=[O:48])[CH3:47]>C1COCC1>[CH2:1]([S:3][C@@H:4]1[N:7]([C:46](=[O:48])[CH3:47])[C:6](=[O:8])[C@H:5]1[CH2:9][CH2:10][CH2:11][NH:12][C:13]([NH:25][C:26]([O:28][CH2:29][C:30]1[CH:35]=[CH:34][CH:33]=[CH:32][CH:31]=1)=[O:27])=[N:14][C:15]([O:17][CH2:18][C:19]1[CH:20]=[CH:21][CH:22]=[CH:23][CH:24]=1)=[O:16])[CH3:2] |f:1.2|. Procedure: To a -78° C. THF (10 mL) solution of compound 17 (718 mg, 1.26 mmol) was added 1N THF solution (1.5 mL) of lithium bis(trimethylsilyl)amide (1.5 mmol), followed by stirring the solution for 10 min. Acetyl chloride (0.1 mL, 1.5 mmol) was added, and the resultant solution was warmed to room temperature, followed by an additional hour of stirring. The reaction mixture was concentrated, and the residue was partitioned between pH 7.0 aqueous buffer and ethyl acetate. The organic phase was washed with...